Dataset: the Open Reaction Database (ORD), a public repository of structured organic reaction records. Task: describe an organic reaction: reactants, conditions, products, and yield Starting materials: CCCCCC(O)CCCC(CC=Cc1cccc(C(=O)O)c1)C(C)=O, CCO, [H][H]. Yields the product CCCCCC(O)CCCC(CCCc1cccc(C(=O)O)c1)C(C)=O. Reaction SMILES: [C:1]([CH3:2])(=[O:3])[CH:4]([CH2:5][CH:6]=[CH:7][c:8]1[cH:9][c:10]([C:11](=[O:12])[OH:13])[cH:14][cH:15][cH:16]1)[CH2:17][CH2:18][CH2:19][CH:20]([CH2:21][CH2:22][CH2:23][CH2:24][CH3:25])[OH:26].[CH3:29][CH2:30][OH:31].[H:27][H:28]>>[C:1]([CH3:2])(=[O:3])[CH:4]([CH2:5][CH2:6][CH2:7][c:8]1[cH:9][c:10]([C:11](=[O:12])[OH:13])[cH:14][cH:15][cH:16]1)[CH2:17][CH2:18][CH2:19][CH:20]([CH2:21][CH2:22][CH2:23][CH2:24][CH3:25])[OH:26]. Reactants: COC1=CC=C(C=2CC(NC=CC21)=O)OC (6,9-dimethoxy-1,3-dihydro-2H-3-benzazepin-2-one), BrCCCCl (1-bromo-3-chloro-propane). Yields the product COC1=CC=C(C=2CC(N(C=CC21)CCCCl)=O)OC (1-(6,9-Dimethoxy-1,3-dihydro-2H-3-benzazepin-2-on-3-yl)-3-chloro-propane). As a reaction SMILES: [CH3:1][O:2][C:3]1[C:13]2[CH:12]=[CH:11][NH:10][C:9](=[O:14])[CH2:8][C:7]=2[C:6]([O:15][CH3:16])=[CH:5][CH:4]=1.Br[CH2:18][CH2:19][CH2:20][Cl:21]>>[CH3:1][O:2][C:3]1[C:13]2[CH:12]=[CH:11][N:10]([CH2:18][CH2:19][CH2:20][Cl:21])[C:9](=[O:14])[CH2:8][C:7]=2[C:6]([O:15][CH3:16])=[CH:5][CH:4]=1. Procedure details: This compound was prepared analogous to Example 1(a) by reacting 6,9-dimethoxy-1,3-dihydro-2H-3-benzazepin-2-one (m.p. 188°-191° C.) with 1-bromo-3-chloro-propane. Reactants: 400, ClC1=NC(=CC(=N1)Cl)Cl (2,4,6-trichloro-pyrimidine), C(C)(C)N (isopropyl amine). Solvent: alcohol, alcohol. Product: C(C)(C)NC1=NC(=NC(=C1)Cl)Cl (4-isopropylamino-2,6-dichloro-pyrimidine). RXN SMILES: [Cl:1][C:2]1[N:7]=[C:6](Cl)[CH:5]=[C:4]([Cl:9])[N:3]=1.[CH:10]([NH2:13])([CH3:12])[CH3:11]>>[CH:10]([NH:13][C:6]1[CH:5]=[C:4]([Cl:9])[N:3]=[C:2]([Cl:1])[N:7]=1)([CH3:12])[CH3:11]. Procedure details: 400 (2.18 mols) of 2,4,6-trichloro-pyrimidine are dissolved in 2000 cc of alcohol. 280 g (4.75 mols) of isopropyl amine in 200 cc of alcohol are added to the solution while stirring and cooling, the temperature being maintained below 30°. The mixture is subsequently stirred at room temperature for a further 60 minutes and the alcohol is then removed by evaporation in a water jet vacuum until the mixture hardens to a solid mass. The solid residue is washed with water and subjected to steam distil... Starting materials: CCO, [Cl-], [Fe], O=[N+]([O-])c1ccc(S(=O)(=O)N2CCCCC2)cc1, NO, [NH4+], O. The product is Nc1ccc(S(=O)(=O)N2CCCCC2)cc1. As a reaction SMILES: [CH3:21][CH2:22][OH:23].[Cl-:19].[Fe:26].[N+:1]([O-:2])(=[O:3])[c:4]1[cH:5][cH:6][c:7]([S:10](=[O:11])(=[O:12])[N:13]2[CH2:14][CH2:15][CH2:16][CH2:17][CH2:18]2)[cH:8][cH:9]1.[NH2:24][OH:25].[NH4+:20].[OH2:27]>>[NH2:1][c:4]1[cH:5][cH:6][c:7]([S:10](=[O:11])(=[O:12])[N:13]2[CH2:14][CH2:15][CH2:16][CH2:17][CH2:18]2)[cH:8][cH:9]1.